describe an organic reaction: reactants, conditions, products, and yield From a dataset of the Open Reaction Database (ORD), a public repository of structured organic reaction records. Reactants: C(=O)(OC(C)(C)C)N([C@@H](CCCNC(=O)OCC1C2=CC=CC=C2C2=CC=CC=C12)C(=O)O)C (Nα-Boc-Nδ-Fmoc-Nα-methylornithine), C1(=CC=CC=C1)C(CN)C1=CC=CC=C1 (2,2-diphenylethylamine). Yields the product C1(=CC=CC=C1)C(CNC([C@@H](N(C)C(=O)OC(C)(C)C)CCCNC(=O)OCC1C2=CC=CC=C2C2=CC=CC=C12)=O)C1=CC=CC=C1 (Nα-Boc-Nδ-Fmoc-Nα-Methylornithine 2,2-Diphenylethylamide). As a reaction SMILES: [C:1]([N:8]([CH3:34])[C@H:9]([C:31](O)=[O:32])[CH2:10][CH2:11][CH2:12][NH:13][C:14]([O:16][CH2:17][CH:18]1[C:30]2[C:25](=[CH:26][CH:27]=[CH:28][CH:29]=2)[C:24]2[C:19]1=[CH:20][CH:21]=[CH:22][CH:23]=2)=[O:15])([O:3][C:4]([CH3:7])([CH3:6])[CH3:5])=[O:2].[C:35]1([CH:41]([C:44]2[CH:49]=[CH:48][CH:47]=[CH:46][CH:45]=2)[CH2:42][NH2:43])[CH:40]=[CH:39][CH:38]=[CH:37][CH:36]=1>>[C:44]1([CH:41]([C:35]2[CH:36]=[CH:37][CH:38]=[CH:39][CH:40]=2)[CH2:42][NH:43][C:31](=[O:32])[C@H:9]([CH2:10][CH2:11][CH2:12][NH:13][C:14]([O:16][CH2:17][CH:18]2[C:19]3[C:24](=[CH:23][CH:22]=[CH:21][CH:20]=3)[C:25]3[C:30]2=[CH:29][CH:28]=[CH:27][CH:26]=3)=[O:15])[N:8]([C:1]([O:3][C:4]([CH3:6])([CH3:7])[CH3:5])=[O:2])[CH3:34])[CH:45]=[CH:46][CH:47]=[CH:48][CH:49]=1. Reported procedure: Using Procedure A, Nα-Boc-Nδ-Fmoc-Nα-methylornithine and 2,2-diphenylethylamine afforded a colorless solid: 1H NMR (400 MHz, CDCl3) δ1.39 (s, 10H), 1.57 (m, 2H), 1.77 (m, 1H), 1.98 (m, 1H), 2.50 (s, 3H), 3.19 (m, 2H), 3.80 (m, 1H), 4.00 (m, 1H), 4.19 (t, J=9.5 Hz, 1H), 4.22 (m, 1H), 4.40 (d, J=7.2 Hz, 2H), 4.46 (m, 1H), 7.20-7.34 (m, 12H), 7.41 (t, J=6.6 Hz, 2H), 7.60 (d, J=8.0 Hz, 2H), and 7.79 (d, J=8.5 Hz, 2H). Starting materials: O=CC(Br)Cc1ccc(Cl)c(Cl)c1, CC1CN(C(=O)Cn2ccn3c(=O)c(OCc4ccccc4)c(C(O)=S)nc23)CC(C)O1, CN(C)c1ccc2ccccc2c1N(C)C, ClCCl. Product: CC1CN(C(=O)Cn2ccn3c(=O)c(OCc4ccccc4)c(C(=O)SC(C=O)Cc4ccc(Cl)c(Cl)c4)nc23)CC(C)O1. RXN SMILES: [Br:33][CH:34]([CH:35]=[O:36])[CH2:37][c:38]1[cH:39][c:40]([Cl:45])[c:41]([Cl:44])[cH:42][cH:43]1.[CH2:1]([c:2]1[cH:3][cH:4][cH:5][cH:6][cH:7]1)[O:8][c:9]1[c:10]([C:30]([OH:31])=[S:32])[n:11][c:12]2[n:13]([c:14]1=[O:15])[cH:16][cH:17][n:18]2[CH2:19][C:20](=[O:21])[N:22]1[CH2:23][CH:24]([CH3:29])[O:25][CH:26]([CH3:28])[CH2:27]1.[CH3:46][N:47]([c:48]1[cH:49][cH:50][c:51]2[c:52]([cH:53][cH:54][cH:55][cH:56]2)[c:57]1[N:58]([CH3:59])[CH3:60])[CH3:61].[Cl:62][CH2:63][Cl:64]>>[CH2:1]([c:2]1[cH:3][cH:4][cH:5][cH:6][cH:7]1)[O:8][c:9]1[c:10]([C:30](=[O:31])[S:32][CH:34]([CH:35]=[O:36])[CH2:37][c:38]2[cH:39][c:40]([Cl:45])[c:41]([Cl:44])[cH:42][cH:43]2)[n:11][c:12]2[n:13]([c:14]1=[O:15])[cH:16][cH:17][n:18]2[CH2:19][C:20](=[O:21])[N:22]1[CH2:23][CH:24]([CH3:29])[O:25][CH:26]([CH3:28])[CH2:27]1. Reactants: Cl.C1=C(C=CC2=CC=CC=C12)OC1CCN(CC1)CCCC(=O)C1=CC=C(C=C1)F (4-[4-(2-naphthalenyloxy)-1-piperidyl]-1-(4-fluorophenyl)-1-butanone HCl), C[O-].[Na+] (sodium methoxide), [BH4-].[K+] (potassium borohydride). Run in CO (methanol). Conditions: time 15 minute. The product is FC1=CC=C(C=C1)C(CCCN1CCC(CC1)OC1=CC2=CC=CC=C2C=C1)O (α-(4-fluorophenyl)-4-(2-naphthalenyloxy)-1-piperidinebutanol). RXN SMILES: Cl.[CH:2]1[C:11]2[C:6](=[CH:7][CH:8]=[CH:9][CH:10]=2)[CH:5]=[CH:4][C:3]=1[O:12][CH:13]1[CH2:18][CH2:17][N:16]([CH2:19][CH2:20][CH2:21][C:22]([C:24]2[CH:29]=[CH:28][C:27]([F:30])=[CH:26][CH:25]=2)=[O:23])[CH2:15][CH2:14]1.C[O-].[Na+].[BH4-].[K+]>CO>[F:30][C:27]1[CH:26]=[CH:25][C:24]([CH:22]([OH:23])[CH2:21][CH2:20][CH2:19][N:16]2[CH2:15][CH2:14][CH:13]([O:12][C:3]3[CH:4]=[CH:5][C:6]4[C:11](=[CH:10][CH:9]=[CH:8][CH:7]=4)[CH:2]=3)[CH2:18][CH2:17]2)=[CH:29][CH:28]=1 |f:0.1,2.3,4.5|. Procedure: To 8.0 g (0.02 mole) of 4-[4-(2-naphthalenyloxy)-1-piperidyl]-1-(4-fluorophenyl)-1-butanone HCl in 50 ml of methanol is added 1.1 g (0.02 mole) of sodium methoxide and then 2.7 g (0.05 mole) of potassium borohydride and the mixture stirred at room temperature for 2 hours. The methanol is removed at reduced pressure on a steam bath after which 50 ml of 10% sodium hydroxide solution is added. The mixture is stirred for 15 minutes and 100 ml of chloroform is added. Stirring is continued for 1/2 hou... Starting materials: [Se] (selenium), C(C1=CC=CC=C1)Cl (benzylchloride), [BH4-].[Na+] (sodium borohydride), [SeH2].[Na] (sodium hydrogen selenide). The solvent is 3. Reaction conditions: time 18 hour. Product: C(C1=CC=CC=C1)[Se]CC1=CC=CC=C1 (dibenzyl selenide). RXN SMILES: [Se].[BH4-].[Na+].[SeH2:4].[Na].[CH2:6](Cl)[C:7]1[CH:12]=[CH:11][CH:10]=[CH:9][CH:8]=1>>[CH2:6]([Se:4][CH2:6][C:7]1[CH:12]=[CH:11][CH:10]=[CH:9][CH:8]=1)[C:7]1[CH:12]=[CH:11][CH:10]=[CH:9][CH:8]=1 |f:1.2,3.4,^3:0,^1:4|. Procedure details: Into a 250 milliliter 3 necked round bottom flask equipped with an addition funnel and a magnetic stirring bar is placed 4.6 grams (0.058 moles) of selenium powder and 50 milliliters of deoxygenated distilled water. The flask is purged of air with nitrogen and a solution comprising 4.6 grams (0.122 moles) sodium borohydride in 50 milliliters of deoxygenated distilled water slowly added to the solution in the flask from the addition funnel. Upon contacting of these two solutions, vigorous hydroge... Reactants: CC(C)(C)OC(=O)CBr, CN(C)C=O, [H-], Nc1ncc2cc(-c3c(Cl)cccc3Cl)c(=O)[nH]c2n1, [Na+], O. Reaction SMILES: [Br:23][CH2:24][C:25](=[O:26])[O:27][C:28]([CH3:29])([CH3:30])[CH3:31].[CH3:33][N:34]([CH3:35])[CH:36]=[O:37].[H-:2].[NH2:3][c:4]1[n:5][cH:6][c:7]2[c:8]([n:9]1)[nH:10][c:11](=[O:22])[c:12](-[c:14]1[c:15]([Cl:21])[cH:16][cH:17][cH:18][c:19]1[Cl:20])[cH:13]2.[Na+:1].[OH2:32]>>[NH2:3][c:4]1[n:5][cH:6][c:7]2[c:8]([n:9]1)[n:10]([CH2:24][C:25](=[O:26])[O:27][C:28]([CH3:29])([CH3:30])[CH3:31])[c:11](=[O:22])[c:12](-[c:14]1[c:15]([Cl:21])[cH:16][cH:17][cH:18][c:19]1[Cl:20])[cH:13]2. Yields the product CC(C)(C)OC(=O)Cn1c(=O)c(-c2c(Cl)cccc2Cl)cc2cnc(N)nc21.